This data is from the Open Reaction Database (ORD), a public repository of structured organic reaction records. The task is: describe an organic reaction: reactants, conditions, products, and yield Reactants: C1(CC1)C=1C=CC(=NC1OCC(F)(F)F)C(=O)O (5-cyclopropyl-6-(2,2,2-trifluoro-ethoxy)-pyridine-2-carboxylic acid), CC(N)(C=1SC=CN1)C (α,α-dimethyl-2-thiazolemethanamine). Product: CC(C)(C=1SC=CN1)NC(=O)C1=NC(=C(C=C1)C1CC1)OCC(F)(F)F (5-Cyclopropyl-6-(2,2,2-trifluoro-ethoxy)-pyridine-2-carboxylic acid (1-methyl-1-thiazol-2-yl-ethyl)-amide). RXN SMILES: [CH:1]1([C:4]2[CH:5]=[CH:6][C:7]([C:16]([OH:18])=O)=[N:8][C:9]=2[O:10][CH2:11][C:12]([F:15])([F:14])[F:13])[CH2:3][CH2:2]1.[CH3:19][C:20]([CH3:27])([C:22]1[S:23][CH:24]=[CH:25][N:26]=1)[NH2:21]>>[CH3:19][C:20]([NH:21][C:16]([C:7]1[CH:6]=[CH:5][C:4]([CH:1]2[CH2:2][CH2:3]2)=[C:9]([O:10][CH2:11][C:12]([F:13])([F:14])[F:15])[N:8]=1)=[O:18])([C:22]1[S:23][CH:24]=[CH:25][N:26]=1)[CH3:27]. Reported procedure: The title compound was synthesized in analogy to Example 280c, using 5-cyclopropyl-6-(2,2,2-trifluoro-ethoxy)-pyridine-2-carboxylic acid (Example 301a) and α,α-dimethyl-2-thiazolemethanamine (Example 12c) as starting materials, MS (EI): m/e=386.3 [M+H]+. Procedure details: To an argon purged solution of methyl 3-bromo-5-iodobenzoate (834 mg, 2.45 mmol) and Pd(PPh3)4 (142 mg, 0.12 mmol) in THF (20 mL) was added 2-pyridylzinc chloride (0.5 M, 7.4 mL, 3.7 mmol). The mixture was stirred overnight and then poured into a large volume of water (100 mL). The resulting solution was extracted with EtOAc (3×20 mL) and the combined organics were successively washed with water (1×20 mL), brine (1×20 mL), dried over sodium sulfate, filtered and concentrated under reduced pressu... The solvent is C1CCOC1 (THF). The reactants are BrC=1C=C(C(=O)OC)C=C(C1)I (methyl 3-bromo-5-iodobenzoate), [Cl-].N1=C(C=CC=C1)[Zn+] (2-pyridylzinc chloride), O (water). Run at time 8 hour. RXN SMILES: [Br:1][C:2]1[CH:3]=[C:4]([CH:9]=[C:10](I)[CH:11]=1)[C:5]([O:7][CH3:8])=[O:6].[Cl-].[N:14]1[CH:19]=[CH:18][CH:17]=[CH:16][C:15]=1[Zn+].O>C1COCC1.C1C=CC([P]([Pd]([P](C2C=CC=CC=2)(C2C=CC=CC=2)C2C=CC=CC=2)([P](C2C=CC=CC=2)(C2C=CC=CC=2)C2C=CC=CC=2)[P](C2C=CC=CC=2)(C2C=CC=CC=2)C2C=CC=CC=2)(C2C=CC=CC=2)C2C=CC=CC=2)=CC=1>[Br:1][C:2]1[CH:3]=[C:4]([CH:9]=[C:10]([C:15]2[CH:16]=[CH:17][CH:18]=[CH:19][N:14]=2)[CH:11]=1)[C:5]([O:7][CH3:8])=[O:6] |f:1.2,^1:30,32,51,70|. Yields the product BrC=1C=C(C(=O)OC)C=C(C1)C1=NC=CC=C1 (methyl 3-bromo-5-(pyridin-2-yl)benzoate). Reagents/catalysts: C=1C=CC(=CC1)[P](C=2C=CC=CC2)(C=3C=CC=CC3)[Pd]([P](C=4C=CC=CC4)(C=5C=CC=CC5)C=6C=CC=CC6)([P](C=7C=CC=CC7)(C=8C=CC=CC8)C=9C=CC=CC9)[P](C=1C=CC=CC1)(C=1C=CC=CC1)C=1C=CC=CC1 (Pd(PPh3)4).